This data is from the Open Reaction Database (ORD), a public repository of structured organic reaction records. The task is: describe an organic reaction: reactants, conditions, products, and yield Starting materials: NC=1N=CNC1C(=O)OCC (ethyl 4-amino-5-imidazolecarboxylate), CN(C=CC(=O)C=1SC=CC1)C (3-dimethylamino-1-(2-thienyl)-2-propen-1-one). Run in C(C)(=O)O (acetic acid). The product is S1C(=CC=C1)C1=CC=NC=2N1C=NC2C(=O)OCC (ethyl 4-(2-thienyl)imidazo[1,5-a]pyrimidine-8carboxylate). As a reaction SMILES: [NH2:1][C:2]1[N:3]=[CH:4][NH:5][C:6]=1[C:7]([O:9][CH2:10][CH3:11])=[O:8].CN(C)[CH:14]=[CH:15][C:16]([C:18]1[S:19][CH:20]=[CH:21][CH:22]=1)=O>C(O)(=O)C>[S:19]1[CH:20]=[CH:21][CH:22]=[C:18]1[C:16]1[N:3]2[CH:4]=[N:5][C:6]([C:7]([O:9][CH2:10][CH3:11])=[O:8])=[C:2]2[N:1]=[CH:14][CH:15]=1. Procedure details: A mixture of 1.55 g. (0.01 mols) of ethyl 4-amino-5-imidazolecarboxylate and 1.81 g. (0.01 mols) of 3-dimethylamino-1-(2-thienyl)-2-propen-1-one (prepared as described in Example 1, Part A) in 25 ml. of glacial acetic acid can be refluxed for 16 hours, then cooled and evaporated to dryness in vacuo. The residue can be dissolved in dichloromethane and passed through a short column of hydrous magnesium silicate. The effluent can be refluxed on a steam bath with a slow constant addition of n-hexane... Reactants: C(C)(=S)O (Thioacetic acid), N1=CC=CC=C1 (pyridine), [N+](=O)([O-])C1=CC=C(CCl)C=C1 (4-nitrobenzyl chloride). Solvent: O1CCCC1 (tetrahydrofuran). Run at temperature 50 celsius. Product: C(C)(=S)OCC1=CC=C(C=C1)[N+](=O)[O-] (4-nitrobenzyl thioacetate). Yield: 77.3%. Reaction SMILES: [C:1]([OH:4])(=[S:3])[CH3:2].N1C=CC=CC=1.[N+:11]([C:14]1[CH:21]=[CH:20][C:17]([CH2:18]Cl)=[CH:16][CH:15]=1)([O-:13])=[O:12]>O1CCCC1>[C:1]([O:4][CH2:18][C:17]1[CH:20]=[CH:21][C:14]([N+:11]([O-:13])=[O:12])=[CH:15][CH:16]=1)(=[S:3])[CH3:2]. Procedure: Thioacetic acid (20 cm3, 0.28 mol) and anhydrous pyridine (15.2 cm3, 0.188 mol) were added to a solution of 4-nitrobenzyl chloride (12.0 g, 70 mmol) in anhydrous tetrahydrofuran (200 cm3). The stirred reactants were heated at 50° C. for 24 h. The cooled products were filtered and the flltrate was evaporated under reduced pressure. The residue was dissolved in dichloromethane (300 cm3) and the resulting solution was washed with saturated aqueous sodium hydrogen carbonate (2×250 cm3), dried (MgSO4... The reactants are CCO, CCOCC, Cl, CC(C)(C)OC(=O)Nn1cnc2cnc3ccccc3c21. Yields the product Nn1cnc2cnc3ccccc3c21. As a reaction SMILES: [CH3:23][CH2:24][OH:25].[CH3:26][CH2:27][O:28][CH2:29][CH3:30].[ClH:22].[n:1]1([NH:14][C:15](=[O:16])[O:17][C:18]([CH3:19])([CH3:20])[CH3:21])[cH:2][n:3][c:4]2[cH:5][n:6][c:7]3[cH:8][cH:9][cH:10][cH:11][c:12]3[c:13]12>>[n:1]1([NH2:14])[cH:2][n:3][c:4]2[cH:5][n:6][c:7]3[cH:8][cH:9][cH:10][cH:11][c:12]3[c:13]12.